From a dataset of the Open Reaction Database (ORD), a public repository of structured organic reaction records. describe an organic reaction: reactants, conditions, products, and yield Reactants: [Li]CCCC, CN(C)C=O, c1cnn(CC2CCCCC2)c1, C1CCOC1. The product is O=Cc1ccnn1CC1CCCCC1. Reaction SMILES: [CH2:13]([Li:14])[CH2:15][CH2:16][CH3:17].[CH3:18][N:19]([CH:20]=[O:21])[CH3:22].[CH:1]1([CH2:7][n:8]2[n:9][cH:10][cH:11][cH:12]2)[CH2:2][CH2:3][CH2:4][CH2:5][CH2:6]1.[O:23]1[CH2:24][CH2:25][CH2:26][CH2:27]1>>[CH:1]1([CH2:7][n:8]2[n:9][cH:10][cH:11][c:12]2[CH:20]=[O:21])[CH2:2][CH2:3][CH2:4][CH2:5][CH2:6]1. Reaction conditions: temperature 50 celsius, time 16 hour. The yield is 98.2%. Reported procedure: To a magnetically stirred solution of ethyl 1-(4-chlorophenyl)-2-(2,4-dichlorophenyl)-1H-imidazole-4-carboxylate (18.44 g, 0.0466 mol) in THF (240 ml) was added LiOH (2.24 g, 0.0932 mol) and H2O (240 ml). The resulting mixture was stirred at 50° C. for 16 h to give a clear solution. After cooling to room temperature, HCl (1 N solution, 95 ml) and H2O (240 ml) were added to give a precipitate which was collected by filtration, washed with water and dried in vacuo to give 1-(4-chlorophenyl)-2-(2,4... Product: ClC1=CC=C(C=C1)N1C(=NC(=C1)C(=O)O)C1=C(C=C(C=C1)Cl)Cl (1-(4-chlorophenyl)-2-(2,4-dichlorophenyl)-1H-imidazole-4-carboxylic acid). The solvent is C1CCOC1 (THF). Reaction SMILES: [Cl:1][C:2]1[CH:7]=[CH:6][C:5]([N:8]2[CH:12]=[C:11]([C:13]([O:15]CC)=[O:14])[N:10]=[C:9]2[C:18]2[CH:23]=[CH:22][C:21]([Cl:24])=[CH:20][C:19]=2[Cl:25])=[CH:4][CH:3]=1.[Li+].[OH-].O.Cl>C1COCC1>[Cl:1][C:2]1[CH:3]=[CH:4][C:5]([N:8]2[CH:12]=[C:11]([C:13]([OH:15])=[O:14])[N:10]=[C:9]2[C:18]2[CH:23]=[CH:22][C:21]([Cl:24])=[CH:20][C:19]=2[Cl:25])=[CH:6][CH:7]=1 |f:1.2|. Starting materials: ClC1=CC=C(C=C1)N1C(=NC(=C1)C(=O)OCC)C1=C(C=C(C=C1)Cl)Cl (ethyl 1-(4-chlorophenyl)-2-(2,4-dichlorophenyl)-1H-imidazole-4-carboxylate), [Li+].[OH-] (LiOH), O (H2O), Cl (HCl), O (H2O). Starting materials: BrC1=CC=C2C(CCNC2=N1)=O (7-bromo-2,3-dihydro-1,8-naphthyridin-4(1H)-one), [BH4-].[Na+] (NaBH4). The solvent is C1CCOC1 (THF). Conditions: temperature 25 celsius, time 2 hour. Product: BrC1=CC=C2C(CCNC2=N1)O ((racemic) 7-bromo-1,2,3,4-tetrahydro-1,8-naphthyridin-4-ol). As a reaction SMILES: [Br:1][C:2]1[N:11]=[C:10]2[C:5]([C:6](=[O:12])[CH2:7][CH2:8][NH:9]2)=[CH:4][CH:3]=1.[BH4-].[Na+]>C1COCC1>[Br:1][C:2]1[N:11]=[C:10]2[C:5]([CH:6]([OH:12])[CH2:7][CH2:8][NH:9]2)=[CH:4][CH:3]=1 |f:1.2|. Procedure details: A solution of 7-bromo-2,3-dihydro-1,8-naphthyridin-4(1H)-one (500 mg, 2.20 mmol) in THF (15 ml) was treated with NaBH4 (167 mg, 4.40 mmol) and stirred at 25° C. for 2 h. The reaction mixture was quenched with sat. aq. NH4Cl and extracted 2× with DCM. The org layer was dried over Na2SO4, filtered and concentrated under vacuum. The crude material was purified by normal phase chromatography (12 g silica gel cartridge, heptanes/EtOAc 100:0 to 50:50) to give the title compound as a white solid. (UPLC...